From a dataset of the Open Reaction Database (ORD), a public repository of structured organic reaction records. describe an organic reaction: reactants, conditions, products, and yield Yields the product C1(CC1)COC1=C(N=CC(=N1)C(=O)O)N1CCCCC1 (6-Cyclopropylmethoxy-5-piperidin-1-yl-pyrazine-2-carboxylic acid). Procedure: A mixture of 0.12 g (0.4 mmol) 6-bromo-5-piperidin-1-yl-pyrazine-2-carboxylic acid methyl ester, 0.029 g (0.4 mmol) cyclopropyl methanol and 0.018 g (0.41 mmol) NaH (55% suspension in oil) in 2 mL DMF was shaken for an extended period of time. Afterwards, 0.1 mL KOH (5N aq.) was added and the mixture was heated to 45° C. for 1 h. After addition of formic acid the mixture was subjected to purification by preparative HPLC on reversed phase eluting with a gradient formed from acetonitrile, water an... Conditions: temperature 45 celsius. RXN SMILES: C[O:2][C:3]([C:5]1[CH:10]=[N:9][C:8]([N:11]2[CH2:16][CH2:15][CH2:14][CH2:13][CH2:12]2)=[C:7](Br)[N:6]=1)=[O:4].[CH:18]1([CH2:21][OH:22])[CH2:20][CH2:19]1.[H-].[Na+].[OH-].[K+]>CN(C=O)C.C(O)=O>[CH:18]1([CH2:21][O:22][C:7]2[N:6]=[C:5]([C:3]([OH:2])=[O:4])[CH:10]=[N:9][C:8]=2[N:11]2[CH2:16][CH2:15][CH2:14][CH2:13][CH2:12]2)[CH2:20][CH2:19]1 |f:2.3,4.5|. Yield: 9.9%. Solvent: CN(C)C=O (DMF), C(=O)O (formic acid). Reactants: [OH-].[K+] (KOH), COC(=O)C1=NC(=C(N=C1)N1CCCCC1)Br (6-bromo-5-piperidin-1-yl-pyrazine-2-carboxylic acid methyl ester), C1(CC1)CO (cyclopropyl methanol), [H-].[Na+] (NaH). Starting materials: C1(=CC=CC=C1)B(O)O (phenylboronic acid), BrC1=C2C3=C(C=CC2=CC2=CC=4C=CC=CC4C=C12)C1=CC2=CC4=CC(=CC=C4C=C2C=C1C=C3)Br (6,13-dibromonaphthacenonaphthacene), tetraquis(triphenylphosphine)palladium (0). The solvent is C=1(C(=CC=CC1)C)C (xylene). Yields the product C1(=CC=CC=C1)C1=C2C3=C(C=CC2=CC2=CC=4C=CC=CC4C=C12)C1=CC2=CC4=CC(=CC=C4C=C2C=C1C=C3)C3=CC=CC=C3 (6,13-diphenyl-naphthacenonaphthacene). As a reaction SMILES: [C:1]1(B(O)O)[CH:6]=[CH:5][CH:4]=[CH:3][CH:2]=1.Br[C:11]1[C:28]2[C:19](=[CH:20][C:21]3[CH:22]=[CH:23][CH:24]=[CH:25][C:26]=3[CH:27]=2)[CH:18]=[C:17]2[C:12]=1[C:13]1[CH:44]=[CH:43][C:42]3[C:29](=[CH:30][C:31]4[C:40]([CH:41]=3)=[CH:39][C:38]3[C:33](=[CH:34][C:35](Br)=[CH:36][CH:37]=3)[CH:32]=4)[C:14]=1[CH:15]=[CH:16]2>C1(C)C(C)=CC=CC=1>[C:1]1([C:11]2[C:28]3[C:19](=[CH:20][C:21]4[CH:22]=[CH:23][CH:24]=[CH:25][C:26]=4[CH:27]=3)[CH:18]=[C:17]3[C:12]=2[C:13]2[CH:44]=[CH:43][C:42]4[C:29](=[CH:30][C:31]5[C:40]([CH:41]=4)=[CH:39][C:38]4[C:33](=[CH:34][C:35]([C:1]6[CH:6]=[CH:5][CH:4]=[CH:3][CH:2]=6)=[CH:36][CH:37]=4)[CH:32]=5)[C:14]=2[CH:15]=[CH:16]3)[CH:6]=[CH:5][CH:4]=[CH:3][CH:2]=1. Procedure: Naphthacenonaphthacene (Chemical Abstract Service (CAS) Registry Number 180-50-1) is dissolved in carbon tetrachloride. While the resultant mixture is cooled, 1 mol equivalent of bromine is added thereto. The mixture is reacted for 4 hours and brominated. Thereafter, the mixture is purified in accordance with a usual method, and 6,13-dibromonaphthacenonaphthacene is obtained. 2 mol equivalent of phenylboronic acid [Ph—B(OH)2] (where “Ph” represents a phenyl group) is refluxed and reacted for 12 ...